From a dataset of the Open Reaction Database (ORD), a public repository of structured organic reaction records. describe an organic reaction: reactants, conditions, products, and yield Reactants: Cc1c(C(=O)O)ccc(C(F)(F)F)c1S(C)=O, CCOC(C)=O, O, Cn1nccc1O, O=S(Cl)Cl, c1ccncc1. The product is Cc1c(C(=O)c2cnn(C)c2O)ccc(C(F)(F)F)c1S(C)=O. Reaction SMILES: [CH3:1][c:2]1[c:3]([C:4](=[O:5])[OH:6])[cH:7][cH:8][c:9]([C:14]([F:15])([F:16])[F:17])[c:10]1[S:11](=[O:12])[CH3:13].[CH3:35][CH2:36][O:37][C:38](=[O:39])[CH3:40].[OH2:41].[OH:18][c:19]1[n:20]([CH3:24])[n:21][cH:22][cH:23]1.[S:31]([Cl:32])([Cl:33])=[O:34].[cH:25]1[cH:26][cH:27][n:28][cH:29][cH:30]1>>[CH3:1][c:2]1[c:3]([C:4](=[O:6])[c:23]2[c:19]([OH:18])[n:20]([CH3:24])[n:21][cH:22]2)[cH:7][cH:8][c:9]([C:14]([F:15])([F:16])[F:17])[c:10]1[S:11](=[O:12])[CH3:13]. The reactants are O.[OH-].[Li+] (Lithium hydroxide, monohydrate), COC1=C(CNC=2C3=C(N=CN2)N(C=C3)[C@@H]3C[C@@H]([C@@H]2[C@H]3OC(O2)(C)C)CN(C2CC(C2)CCC(=O)OCC)CC(C)C)C=CC(=C1)OC (ethyl 3-(3-((((3aR,4R,6R,6aS)-6-(4-((2,4-dimethoxybenzyl)amino)-7H-pyrrolo[2,3-d]pyrimidin-7-yl)-2,2-dimethyltetrahydro-3aH-cyclopenta[d][1,3]dioxol-4-yl)methyl)(isobutyl)amino)cyclobutyl)propanoate), O1CCCC1 (Tetrahydrofuran), CO (Methanol), Cl (HCl). Conditions: time 24 hour. Yields the product COC1=C(CNC=2C3=C(N=CN2)N(C=C3)[C@@H]3C[C@@H]([C@@H]2[C@H]3OC(O2)(C)C)CN(C2CC(C2)CCC(=O)O)CC(C)C)C=CC(=C1)OC (3-(3-((((3aR,4R,6R,6aS)-6-(4-((2,4-dimethoxybenzyl)amino)-7H-pyrrolo[2,3-d]pyrimidin-7-yl)-2,2-dimethyltetrahydro-3aH-cyclopenta[d][1,3]dioxol-4-yl)methyl)(isobutyl)amino)cyclobutyl)propanoic acid). Reaction SMILES: O.[OH-].[Li+].[CH3:4][O:5][C:6]1[CH:49]=[C:48]([O:50][CH3:51])[CH:47]=[CH:46][C:7]=1[CH2:8][NH:9][C:10]1[C:11]2[CH:18]=[CH:17][N:16]([C@H:19]3[C@@H:23]4[O:24][C:25]([CH3:28])([CH3:27])[O:26][C@@H:22]4[C@@H:21]([CH2:29][N:30]([CH2:42][CH:43]([CH3:45])[CH3:44])[CH:31]4[CH2:34][CH:33]([CH2:35][CH2:36][C:37]([O:39]CC)=[O:38])[CH2:32]4)[CH2:20]3)[C:12]=2[N:13]=[CH:14][N:15]=1.O1CCCC1.CO.Cl>>[CH3:4][O:5][C:6]1[CH:49]=[C:48]([O:50][CH3:51])[CH:47]=[CH:46][C:7]=1[CH2:8][NH:9][C:10]1[C:11]2[CH:18]=[CH:17][N:16]([C@H:19]3[C@@H:23]4[O:24][C:25]([CH3:27])([CH3:28])[O:26][C@@H:22]4[C@@H:21]([CH2:29][N:30]([CH2:42][CH:43]([CH3:45])[CH3:44])[CH:31]4[CH2:32][CH:33]([CH2:35][CH2:36][C:37]([OH:39])=[O:38])[CH2:34]4)[CH2:20]3)[C:12]=2[N:13]=[CH:14][N:15]=1 |f:0.1.2|. Procedure details: Lithium hydroxide, monohydrate (1.11 g, 26.4 mmol) was added to a solution ethyl 3-(3-((((3aR,4R,6R,6aS)-6-(4-((2,4-dimethoxybenzyl)amino)-7H-pyrrolo[2,3-d]pyrimidin-7-yl)-2,2-dimethyltetrahydro-3aH-cyclopenta[d][1,3]dioxol-4-yl)methyl)(isobutyl)amino)cyclobutyl)propanoate (1.75 g, 2.64 mmol) in Tetrahydrofuran (13 ml, 160 mmol) and Methanol (3 ml, 70 mmol). The reaction was stirred for 24 hours at RT, acidified with 1 N HCl to pH=6, the volatiles removed in vacuo and remaining water removed by ... The reactants are ClCCCCCCOC=1C(=CC=C2C(=CC(NC12)=O)NC1=C(C=NC=C1Cl)Cl)OC (8-(6-chlorohexyloxy)-4-(3,5-dichloropyridin-4-ylamino)-7-methoxyquinolin-2(1H)-one), ClCCCCCCOC=1C(=CC=C2C(=CC(NC12)=O)NC1=C(C=NC=C1Cl)Cl)OC (8-(6-chlorohexyloxy)-4-(3,5-dichloropyridin-4-ylamino)-7-methoxyquinolin-2(1H)-one), N1CCOCC1 (morpholine). The product is ClC=1C=NC=C(C1NC1=CC(NC2=C(C(=CC=C12)OC)OCCCCCCN1CCOCC1)=O)Cl (4-(3,5-Dichloropyridin-4-ylamino)-7-methoxy-8-(6-morpholinohexyloxy)quinolin-2(1H)-one). Reaction SMILES: Cl[CH2:2][CH2:3][CH2:4][CH2:5][CH2:6][CH2:7][O:8][C:9]1[C:10]([O:29][CH3:30])=[CH:11][CH:12]=[C:13]2[C:18]=1[NH:17][C:16](=[O:19])[CH:15]=[C:14]2[NH:20][C:21]1[C:26]([Cl:27])=[CH:25][N:24]=[CH:23][C:22]=1[Cl:28].[NH:31]1[CH2:36][CH2:35][O:34][CH2:33][CH2:32]1>>[Cl:27][C:26]1[CH:25]=[N:24][CH:23]=[C:22]([Cl:28])[C:21]=1[NH:20][C:14]1[C:13]2[C:18](=[C:9]([O:8][CH2:7][CH2:6][CH2:5][CH2:4][CH2:3][CH2:2][N:31]3[CH2:36][CH2:35][O:34][CH2:33][CH2:32]3)[C:10]([O:29][CH3:30])=[CH:11][CH:12]=2)[NH:17][C:16](=[O:19])[CH:15]=1. Procedure details: The title compound was prepared from 8-(6-chlorohexyloxy)-4-(3,5-dichloropyridin-4-ylamino)-7-methoxyquinolin-2(1H)-one (Intermediate 4) and morpholine following the procedure outlined in Example 15. 1H NMR (400 MHz, DMSO-d6): δ 9.97 (s, 1H), 8.83 (s, 1H), 8.77 (s, 2H), 7.88 (d, 1H), 7.04 (d, 1H), 4.79 (s, 1H), 3.97 (t, 2H), 3.79 (s, 3H), 3.52 (app t, 4H), 2.29 (br, 4H), 2.22 (t, 2H), 1.74 (m, 2H), 1.39 (m, 4H), 1.30 (m, 2H); MS (ESI): 521.3.